This data is from the Open Reaction Database (ORD), a public repository of structured organic reaction records. The task is: describe an organic reaction: reactants, conditions, products, and yield Reactants: C(CC(=O)OC(C)(C)C)(=O)OC(C)(C)C (di-t-Butyl malonate), [H-].[Na+] (NaH), FC1=C(C(=CC(=C1)F)F)[N+](=O)[O-] (2,4,6 trifluoronitrobenzene). The solvent is CN(C)C=O (DMF), CN(C)C=O (DMF). Run at time 30 minute. Yields the product C(C)(C)(C)OC(C(C(=O)OC(C)(C)C)C1=C(C(=CC(=C1)F)F)[N+](=O)[O-])=O (2-(3,5-Difluoro-2-nitro-phenyl)-malonic acid di-tert-butyl ester). RXN SMILES: [H-].[Na+].[C:3]([O:13][C:14]([CH3:17])([CH3:16])[CH3:15])(=[O:12])[CH2:4][C:5]([O:7][C:8]([CH3:11])([CH3:10])[CH3:9])=[O:6].F[C:19]1[CH:24]=[C:23]([F:25])[CH:22]=[C:21]([F:26])[C:20]=1[N+:27]([O-:29])=[O:28]>CN(C=O)C>[C:14]([O:13][C:3](=[O:12])[CH:4]([C:19]1[CH:24]=[C:23]([F:25])[CH:22]=[C:21]([F:26])[C:20]=1[N+:27]([O-:29])=[O:28])[C:5]([O:7][C:8]([CH3:9])([CH3:10])[CH3:11])=[O:6])([CH3:17])([CH3:16])[CH3:15] |f:0.1|. Procedure: To a suspension of NaH (54.6 g, 60%, 1.365 mol) in 600 mL of DMF was added di-t-Butyl malonate (118 g, 0.546 mol) at 0° C. and stirred for 30 min. 2,4,6 trifluoronitrobenzene was added as a solution in 400 mL of DMF (75 g, 0.42 mol) over 3 hours and the solution stirred at ambient temperature for 12 hours. The reaction mixture was extracted with ethyl acetate (3X's). The ethyl acetate was washed with water (3X's) and with brine and dried over MgSO4 and concentrated to give 62 g of crude product.... The reactants are O=C([O-])[O-], CCCCOc1cc(C=O)c([N+](=O)[O-])cc1O, CN(C)C=O, ClCc1ccccc1, [K+], [K+], O. Yields the product CCCCOc1cc(C=O)c([N+](=O)[O-])cc1OCc1ccccc1. Reaction SMILES: [C:26](=[O:27])([O-:28])[O-:29].[CH2:1]([CH2:2][CH2:3][CH3:4])[O:5][c:6]1[c:7]([OH:17])[cH:8][c:9]([N+:14](=[O:15])[O-:16])[c:10]([CH:11]=[O:12])[cH:13]1.[CH3:33][N:34]([CH3:35])[CH:36]=[O:37].[Cl:18][CH2:19][c:20]1[cH:21][cH:22][cH:23][cH:24][cH:25]1.[K+:30].[K+:31].[OH2:32]>>[CH2:1]([CH2:2][CH2:3][CH3:4])[O:5][c:6]1[c:7]([O:17][CH2:19][c:20]2[cH:21][cH:22][cH:23][cH:24][cH:25]2)[cH:8][c:9]([N+:14](=[O:15])[O-:16])[c:10]([CH:11]=[O:12])[cH:13]1. Reactants: ClC=1C=CC(=C(C1)C1=CC(N(C=C1OC)C(C(=O)OC(C)(C)C)CC1(CC1)C(F)(F)F)=O)C#N (tert-butyl 2-[4-(5-chloro-2-cyanophenyl)-5-methoxy-2-oxopyridin-1(2H)-yl]-3-[1-(trifluoromethyl)cyclopropyl]propanoate), C(=O)(C(F)(F)F)O (TFA). The solvent is ClCCl (dichloromethane). Product: ClC=1C=CC(=C(C1)C1=CC(N(C=C1OC)C(C(=O)O)CC1(CC1)C(F)(F)F)=O)C#N (2-[4-(5-Chloro-2-cyanophenyl)-5-methoxy-2-oxopyridin-1(2H)-yl]-3-[1-(trifluoromethyl)cyclopropyl]propanoic acid). As a reaction SMILES: [Cl:1][C:2]1[CH:3]=[CH:4][C:5]([C:33]#[N:34])=[C:6]([C:8]2[C:13]([O:14][CH3:15])=[CH:12][N:11]([CH:16]([CH2:24][C:25]3([C:28]([F:31])([F:30])[F:29])[CH2:27][CH2:26]3)[C:17]([O:19]C(C)(C)C)=[O:18])[C:10](=[O:32])[CH:9]=2)[CH:7]=1.C(O)(C(F)(F)F)=O>ClCCl>[Cl:1][C:2]1[CH:3]=[CH:4][C:5]([C:33]#[N:34])=[C:6]([C:8]2[C:13]([O:14][CH3:15])=[CH:12][N:11]([CH:16]([CH2:24][C:25]3([C:28]([F:30])([F:31])[F:29])[CH2:26][CH2:27]3)[C:17]([OH:19])=[O:18])[C:10](=[O:32])[CH:9]=2)[CH:7]=1. Procedure details: 295 mg (594 μmol) of tert-butyl 2-[4-(5-chloro-2-cyanophenyl)-5-methoxy-2-oxopyridin-1(2H)-yl]-3-[1-(trifluoromethyl)cyclopropyl]propanoate (racemate) in 6 ml of dichloromethane and 915 μl (11.9 mmol) of TFA were reacted according to General Method 6A. Yield: 258 mg (purity 92%, 91% of theory) The reactants are O=C([O-])[O-], CCc1nc2ccccc2[nH]1, CC(C)C1(O)CN(CCc2nc3c(N4CCOCC4)nc(Cl)nc3n2C)C1, [Cs+], [Cs+], C1COCCO1, O=C(C=Cc1ccccc1)C=Cc1ccccc1, O=C(C=Cc1ccccc1)C=Cc1ccccc1, O=C(C=Cc1ccccc1)C=Cc1ccccc1, [Pd], [Pd]. Yields the product CCc1nc2ccccc2n1-c1nc(N2CCOCC2)c2nc(CCN3CC(O)(C(C)C)C3)n(C)c2n1. As a reaction SMILES: [C:39](=[O:40])([O-:41])[O-:42].[CH2:28]([CH3:29])[c:30]1[nH:31][c:32]2[c:33]([n:34]1)[cH:35][cH:36][cH:37][cH:38]2.[Cl:1][c:2]1[n:3][c:4]([N:22]2[CH2:23][CH2:24][O:25][CH2:26][CH2:27]2)[c:5]2[n:6][c:7]([CH2:12][CH2:13][N:14]3[CH2:15][C:16]([OH:18])([CH:19]([CH3:20])[CH3:21])[CH2:17]3)[n:8]([CH3:11])[c:9]2[n:10]1.[Cs+:43].[Cs+:44].[O:45]1[CH2:46][CH2:47][O:48][CH2:49][CH2:50]1.[O:53]=[C:54]([CH:55]=[CH:56][c:57]1[cH:58][cH:59][cH:60][cH:61][cH:62]1)[CH:63]=[CH:64][c:65]1[cH:66][cH:67][cH:68][cH:69][cH:70]1.[O:71]=[C:72]([CH:73]=[CH:74][c:75]1[cH:76][cH:77][cH:78][cH:79][cH:80]1)[CH:81]=[CH:82][c:83]1[cH:84][cH:85][cH:86][cH:87][cH:88]1.[O:89]=[C:90]([CH:91]=[CH:92][c:93]1[cH:94][cH:95][cH:96][cH:97][cH:98]1)[CH:99]=[CH:100][c:101]1[cH:102][cH:103][cH:104][cH:105][cH:106]1.[Pd:51].[Pd:52]>>[c:2]1(-[n:31]2[c:30]([CH2:28][CH3:29])[n:34][c:33]3[c:32]2[cH:38][cH:37][cH:36][cH:35]3)[n:3][c:4]([N:22]2[CH2:23][CH2:24][O:25][CH2:26][CH2:27]2)[c:5]2[n:6][c:7]([CH2:12][CH2:13][N:14]3[CH2:15][C:16]([OH:18])([CH:19]([CH3:20])[CH3:21])[CH2:17]3)[n:8]([CH3:11])[c:9]2[n:10]1.